From a dataset of the Open Reaction Database (ORD), a public repository of structured organic reaction records. describe an organic reaction: reactants, conditions, products, and yield Starting materials: Cc1ccccc1, OCc1cccc2ccc(Cl)cc12, C1CCC2=NCCCN2CC1, [N-]=[N+]=NP(=O)(c1ccccc1)c1ccccc1. The product is [N-]=[N+]=NCc1cccc2ccc(Cl)cc12. As a reaction SMILES: [CH3:42][c:43]1[cH:44][cH:45][cH:46][cH:47][cH:48]1.[Cl:29][c:30]1[cH:31][cH:32][c:33]2[cH:34][cH:35][cH:36][c:37]([CH2:40][OH:41])[c:38]2[cH:39]1.[N:18]12[CH2:19][CH2:20][CH2:21][N:22]=[C:23]1[CH2:24][CH2:25][CH2:26][CH2:27][CH2:28]2.[c:1]1([P:2]([c:3]2[cH:4][cH:5][cH:6][cH:7][cH:8]2)(=[O:9])[N:15]=[N+:16]=[N-:17])[cH:10][cH:11][cH:12][cH:13][cH:14]1>>[N:15](=[N+:16]=[N-:17])[CH2:40][c:37]1[cH:36][cH:35][cH:34][c:33]2[cH:32][cH:31][c:30]([Cl:29])[cH:39][c:38]21. Conditions: temperature 100 celsius, time 11 hour. As a reaction SMILES: [CH:1]1(B(O)O)[CH2:3][CH2:2]1.C1(P(C2CCCCC2)C2CCCCC2)CCCCC1.P([O-])([O-])([O-])=O.[K+].[K+].[K+].Br[C:35]1[CH:36]=[C:37]([NH2:41])[CH:38]=[N:39][CH:40]=1>C1(C)C=CC=CC=1.O.C([O-])(=O)C.[Cu+2].C([O-])(=O)C.C(OCC)(=O)C>[NH2:41][C:37]1[CH:38]=[N:39][CH:40]=[C:35]([CH:1]2[CH2:3][CH2:2]2)[CH:36]=1 |f:2.3.4.5,9.10.11|. Procedure: A solution of cyclopropyl boronic acid (497 mg), palladium acetate (II) (65 mg), tricyclohexylphosphine (162 mg), and potassium phosphate (2.5 g) in toluene (9 mL) and water (0.45 mL) was added to 5-bromopyridin-3-amine (500 mg), and the mixture was stirred at 100° C. for 11 hours. Ethyl acetate and water were added, the organic layer was separated, and the resultant was washed with a saturated saline solution. After drying over anhydrous sodium sulfate, the solvent was evaporated under vacuum. ... The solvent is C1(=CC=CC=C1)C (toluene), O (water), O (water), C(C)(=O)OCC (Ethyl acetate). Reagents/catalysts: C(C)(=O)[O-].[Cu+2].C(C)(=O)[O-] (copper acetate). Starting materials: C1(CC1)B(O)O (cyclopropyl boronic acid), C1(CCCCC1)P(C1CCCCC1)C1CCCCC1 (tricyclohexylphosphine), P(=O)([O-])([O-])[O-].[K+].[K+].[K+] (potassium phosphate), BrC=1C=C(C=NC1)N (5-bromopyridin-3-amine). Yields the product NC=1C=NC=C(C1)C1CC1 (3-amino-5-cyclopropylpyridine). The reactants are CN(C(C(C1=C(C=CC=C1)F)N1C[C@@H](CCC1)NC(OC(C)(C)C)=O)=O)C (tert-Butyl (3R)-1-(2-(dimethylamino)-1-(2-fluorophenyl)-2-oxoethyl)piperidin-3-ylcarbamate), NC(C(C1=C(C=CC=C1)F)N1C[C@@H](CCC1)NC(OC(C)(C)C)=O)=O (tert-butyl (3R)-1-(2-amino-1-(2-fluorophenyl)-2-oxoethyl)piperidin-3-ylcarbamate), Cl (HCl). Solvent: CO (MeOH). Product: Cl (HCl), N[C@H]1CN(CCC1)C(C(=O)N(C)C)C1=C(C=CC=C1)F (2-((R)-3-aminopiperidin-1-yl)-2-(2-fluorophenyl)-N,N-dimethylacetamide). Reaction SMILES: [CH3:1][N:2]([CH3:27])[C:3](=[O:26])[CH:4]([N:12]1[CH2:17][CH2:16][CH2:15][C@@H:14]([NH:18]C(=O)OC(C)(C)C)[CH2:13]1)[C:5]1[CH:10]=[CH:9][CH:8]=[CH:7][C:6]=1[F:11].NC(=O)C(N1CCC[C@@H](NC(=O)OC(C)(C)C)C1)C1C=CC=CC=1F.[ClH:53]>CO>[ClH:53].[NH2:18][C@@H:14]1[CH2:15][CH2:16][CH2:17][N:12]([CH:4]([C:5]2[CH:10]=[CH:9][CH:8]=[CH:7][C:6]=2[F:11])[C:3]([N:2]([CH3:27])[CH3:1])=[O:26])[CH2:13]1. Reported procedure: tert-Butyl (3R)-1-(2-(dimethylamino)-1-(2-fluorophenyl)-2-oxoethyl)piperidin-3-ylcarbamate (302 mg, 0.796 mmol), prepared according to the procedures described for tert-butyl (3R)-1-(2-amino-1-(2-fluorophenyl)-2-oxoethyl)piperidin-3-ylcarbamate, was stirred in 3 M HCl in MeOH (8 mL) at 50° C. for 5 hours. The solvent was removed in vacuo to give the bis HCl salt of 2-((R)-3-aminopiperidin-1-yl)-2-(2-fluorophenyl)-N,N-dimethylacetamide as a ˜1:1 mixture of diastereoisomers.